Dataset: the Open Reaction Database (ORD), a public repository of structured organic reaction records. Task: describe an organic reaction: reactants, conditions, products, and yield Starting materials: CCN=C=NCCCN(C)C.Cl (WSC hydrochloride), N1(C)C(=O)N(C)C=2N=C(NC2C1=O)CCCC(=O)O (theophylline-8-butanoic acid), C(C(CO)(CO)N)O (Tris). Solvent: C1COCCN1CCS(=O)(=O)O (MES), C1COCCN1CCS(=O)(=O)O (MES). Run at time 15 minute. Product: N1(C)C(=O)N(C)C=2N=CNC2C1=O (Theophylline). As a reaction SMILES: [N:1]1([C:12](=[O:13])[C:11]2[NH:10][C:9](CCCC(O)=O)=[N:8][C:7]=2[N:5]([CH3:6])[C:3]1=[O:4])[CH3:2].CCN=C=NCCCN(C)C.Cl.C(O)C(N)(CO)CO>C1N(CCS(O)(=O)=O)CCOC1>[N:1]1([C:12](=[O:13])[C:11]2[NH:10][CH:9]=[N:8][C:7]=2[N:5]([CH3:6])[C:3]1=[O:4])[CH3:2] |f:1.2|. Procedure details: 2 mg of theophylline-8-butanoic acid (Sigma) was dissolved in 4 ml of 0.1 M MES buffer solution. Thereafter, 7 mg of WSC hydrochloride and 5 mg of NHS were added thereto, and the mixture was stirred at room temperature for 15 minutes. Thereafter, 10 mg of BSA (Sigma) was dissolved in 2 ml of 0.1 M MES, and the obtained solution was added to the above reaction product. The obtained mixture was reacted at room temperature for 2 hours. 500 μl of a 1M Tris buffer solution (pH 7.5) was added to the m... Starting materials: CCC(C)=O, CO, Nc1n[nH]c2nc3ccc(O)cc3cc12. Yields the product COc1ccc2nc3[nH]nc(N)c3cc2c1. RXN SMILES: [CH2:16]([C:17]([CH3:18])=[O:19])[CH3:20].[CH3:21][OH:22].[NH2:1][c:2]1[n:3][nH:4][c:5]2[n:6][c:7]3[cH:8][cH:9][c:10]([OH:15])[cH:11][c:12]3[cH:13][c:14]12>>[NH2:1][c:2]1[n:3][nH:4][c:5]2[n:6][c:7]3[cH:8][cH:9][c:10]([O:15][CH3:16])[cH:11][c:12]3[cH:13][c:14]12. Reactants: C1=CC=C2C(=C1)C(=O)N(C2=O)CC(=O)O (N-phthaloylglycine), C12CNCC(CC1)N2C(=O)OC(C)(C)C (tert-butyl 3,8-diazabicyclo[3.2.1]octane-8-carboxylate), C=1C=CC2=C(C1)N=NN2O (HOBt), CCN=C=NCCCN(C)C (WSC). Solvent: C(Cl)Cl (CH2Cl2), O (H2O). Run at time 8 hour. Yields the product O=C1N(C(C2=CC=CC=C12)=O)CC(=O)N1CC2CCC(C1)N2C(=O)OC(C)(C)C (tert-Butyl 3-[(1,3-dioxo-1,3-dihydro-2H-isoindol-2-yl)acetyl]-3,8-diazabicyclo[3.2.1]octane-8-carboxylate). Isolated yield 75.6%. RXN SMILES: [CH:1]1[CH:6]=[C:5]2[C:7]([N:9]([CH2:12][C:13]([OH:15])=O)[C:10](=[O:11])[C:4]2=[CH:3][CH:2]=1)=[O:8].[CH:16]12[N:23]([C:24]([O:26][C:27]([CH3:30])([CH3:29])[CH3:28])=[O:25])[CH:20]([CH2:21][CH2:22]1)[CH2:19][NH:18][CH2:17]2.C1C=CC2N(O)N=NC=2C=1.CCN=C=NCCCN(C)C>C(Cl)Cl.O>[O:11]=[C:10]1[C:4]2[C:5](=[CH:6][CH:1]=[CH:2][CH:3]=2)[C:7](=[O:8])[N:9]1[CH2:12][C:13]([N:18]1[CH2:17][CH:16]2[N:23]([C:24]([O:26][C:27]([CH3:30])([CH3:29])[CH3:28])=[O:25])[CH:20]([CH2:21][CH2:22]2)[CH2:19]1)=[O:15]. Procedure details: To a stirred solution of N-phthaloylglycine (725 mg, 3.53 mmol) and tert-butyl 3,8-diazabicyclo[3.2.1]octane-8-carboxylate (500 mg, 2.36 mmol) in CH2Cl2 (20 mL) were added HOBt (481 mg, 3.53 mmol) and WSC (677 mg, 3.53 mmol) at room temperature and the mixture was stirred overnight. To the mixture was added H2O (5 mL) and the organic layer was separated, washed with saturated aqueous NaHCO3, brine, dried over MgSO4, filtered and concentrated in vacuo. Flash chromatography (SiO2, 230-400 mesh, 30... The reactants are BrC=1C=NC=C(C1)COCC1(CCNCC1)C1=CC=CC=C1 (3-bromo-5-(((4-phenylpiperidin-4-yl)methoxy)methyl)pyridine), C(=O)(C(F)(F)F)O (TFA), C(#N)C1=CC=C(C=C1)B(O)O (4-cyanobenzene boronic acid). Yields the product C1(=CC=CC=C1)C1(CCNCC1)COCC=1C=C(C=NC1)C1=CC=C(C#N)C=C1 (4-(5-(((4-phenylpiperidin-4-yl)methoxy)methyl)pyridine-3yl)benzonitrile). The yield is 62.8%. Reaction SMILES: Br[C:2]1[CH:3]=[N:4][CH:5]=[C:6]([CH2:8][O:9][CH2:10][C:11]2([C:17]3[CH:22]=[CH:21][CH:20]=[CH:19][CH:18]=3)[CH2:16][CH2:15][NH:14][CH2:13][CH2:12]2)[CH:7]=1.[C:23]([C:25]1[CH:30]=[CH:29][C:28](B(O)O)=[CH:27][CH:26]=1)#[N:24].C(O)(C(F)(F)F)=O>>[C:17]1([C:11]2([CH2:10][O:9][CH2:8][C:6]3[CH:7]=[C:2]([C:28]4[CH:29]=[CH:30][C:25]([C:23]#[N:24])=[CH:26][CH:27]=4)[CH:3]=[N:4][CH:5]=3)[CH2:16][CH2:15][NH:14][CH2:13][CH2:12]2)[CH:22]=[CH:21][CH:20]=[CH:19][CH:18]=1. Reported procedure: This compound was prepared according to the experimental condition of Example 1 method A from 3-bromo-5-(((4-phenylpiperidin-4-yl)methoxy)methyl)pyridine (75 mg, 0.16 mmoL), and 4-cyanobenzene boronic acid (90 mg, 0.64 mmol) to afford 50.0 mg (64%) of the desired compound as its TFA salt. 1H-NMR (CD3OD, 400 MHz) δ 8.99 (s, 1H), 8.52 (s, 1H), 8.25 (s, 1H), 7.92 (d, 2H, J=7.2 Hz), 7.83 (d, 2H, J=7.2 Hz), 7.21-7.46 (m, 5H), 4.64 (s, 2H), 3.58 (s, 2H), 3.32-3.60 (m, 2H), 2.89-2.96 (m, 2H), 2.51-2.56... Product: O=[N+]([O-])c1ccc(C2OCCc3ccc(Br)cc32)cc1. Starting materials: OCCc1ccc(Br)cc1, [Cl-], [Cl-], Cl, O=Cc1ccc([N+](=O)[O-])cc1, [Zn+2], c1ccccc1. RXN SMILES: [Br:1][c:2]1[cH:3][cH:4][c:5]([CH2:8][CH2:9][OH:10])[cH:6][cH:7]1.[Cl-:29].[Cl-:31].[ClH:22].[N+:11](=[O:12])([O-:13])[c:14]1[cH:15][cH:16][c:17]([CH:18]=[O:19])[cH:20][cH:21]1.[Zn+2:30].[cH:23]1[cH:24][cH:25][cH:26][cH:27][cH:28]1>>[Br:1][c:2]1[cH:3][cH:4][c:5]2[c:6]([cH:7]1)[CH:18]([c:17]1[cH:16][cH:15][c:14]([N+:11](=[O:12])[O-:13])[cH:21][cH:20]1)[O:10][CH2:9][CH2:8]2. Starting materials: N1C=C2C=3C(=CC=CC13)CN(CC2)C(=O)OC(C)(C)C (tert-butyl 1,3,4,6-tetrahydro-5H-azepino[5,4,3-cd]indole-5-carboxylate), Intermediate 12, CC=1C=C(C=C(C1)C)S(=O)(=O)Cl (3,5-dimethylbenzenesulfonyl chloride). Procedure details: The title compound was prepared from tert-butyl 1,3,4,6-tetrahydro-5H-azepino[5,4,3-cd]indole-5-carboxylate, Intermediate 12 (14 mg, 0.05 mmol) and 3,5-dimethylbenzenesulfonyl chloride (15 mg, 0.75 mmol) as described in the general procedure above, to give 8.9 mg of product. MS (ESI) m/z 341 [M+H]+. Yields the product Cl.CC=1C=C(C=C(C1)C)S(=O)(=O)N1C=C2C=3C(=CC=CC13)CNCC2 (1-[(3,5-Dimethylphenyl)sulfonyl]-3,4,5,6-tetrahydro-1H-azepino[5,4,3-cd]indole hydrochloride), product. As a reaction SMILES: [NH:1]1[C:9]2[CH:8]=[CH:7][CH:6]=[C:5]3[CH2:10][N:11](C(OC(C)(C)C)=O)[CH2:12][CH2:13][C:3]([C:4]=23)=[CH:2]1.[CH3:21][C:22]1[CH:23]=[C:24]([S:29]([Cl:32])(=[O:31])=[O:30])[CH:25]=[C:26]([CH3:28])[CH:27]=1>>[ClH:32].[CH3:28][C:26]1[CH:25]=[C:24]([S:29]([N:1]2[C:9]3[CH:8]=[CH:7][CH:6]=[C:5]4[CH2:10][NH:11][CH2:12][CH2:13][C:3]([C:4]=34)=[CH:2]2)(=[O:30])=[O:31])[CH:23]=[C:22]([CH3:21])[CH:27]=1 |f:2.3|. Reactants: CC(C)(C)OC(=O)N1CCC(=O)CC1, CCCCCC, CC(=O)O, ClCCCl, [Na+], O=C1CNCC(=O)N1, O, O=C([O-])O. The product is CC(C)(C)OC(=O)N1CCC(N2CC(=O)NC(=O)C2)CC1. Reaction SMILES: [C:1]([CH3:2])([CH3:3])([CH3:4])[O:5][C:6](=[O:7])[N:8]1[CH2:9][CH2:10][C:11](=[O:14])[CH2:12][CH2:13]1.[CH3:32][CH2:33][CH2:34][CH2:35][CH2:36][CH3:37].[CH3:38][C:39](=[O:40])[OH:41].[Cl:28][CH2:29][CH2:30][Cl:31].[Na+:23].[O:15]=[C:16]1[NH:17][C:18](=[O:22])[CH2:19][NH:20][CH2:21]1.[OH2:42].[OH:24][C:25](=[O:26])[O-:27]>>[C:1]([CH3:2])([CH3:3])([CH3:4])[O:5][C:6](=[O:7])[N:8]1[CH2:9][CH2:10][CH:11]([N:20]2[CH2:19][C:18](=[O:22])[NH:17][C:16](=[O:15])[CH2:21]2)[CH2:12][CH2:13]1.